From a dataset of the Open Reaction Database (ORD), a public repository of structured organic reaction records. describe an organic reaction: reactants, conditions, products, and yield Yields the product COCCCCC(O)(c1ccccc1)C1CCCN(C(=O)NC(CN)Cc2ccccc2)C1. Starting materials: CO, COCCCCC(O)(c1ccccc1)C1CCCN(C(=O)NC(CN=[N+]=[N-])Cc2ccccc2)C1, O. RXN SMILES: [CH3:37][OH:38].[N:1](=[N+:2]=[N-:3])[CH2:4][CH:5]([CH2:6][c:7]1[cH:8][cH:9][cH:10][cH:11][cH:12]1)[NH:13][C:14](=[O:15])[N:16]1[CH2:17][CH:18]([C:22]([CH2:23][CH2:24][CH2:25][CH2:26][O:27][CH3:28])([c:29]2[cH:30][cH:31][cH:32][cH:33][cH:34]2)[OH:35])[CH2:19][CH2:20][CH2:21]1.[OH2:36]>>[NH2:1][CH2:4][CH:5]([CH2:6][c:7]1[cH:8][cH:9][cH:10][cH:11][cH:12]1)[NH:13][C:14](=[O:15])[N:16]1[CH2:17][CH:18]([C:22]([CH2:23][CH2:24][CH2:25][CH2:26][O:27][CH3:28])([c:29]2[cH:30][cH:31][cH:32][cH:33][cH:34]2)[OH:35])[CH2:19][CH2:20][CH2:21]1. Reaction conditions: time 3 hour. As a reaction SMILES: Cl.[NH2:2][C:3]1[C:12]2[C:7](=[CH:8][CH:9]=[C:10]([NH2:13])[CH:11]=2)[N:6]=[CH:5][N:4]=1.C(N(CCC)CCC)CC.N1C=CC=CC=1.[CH2:30]([CH:32]([CH2:36][CH3:37])[C:33](Cl)=[O:34])[CH3:31]>C(OCC)(=O)C>[NH2:2][C:3]1[C:12]2[C:7](=[CH:8][CH:9]=[C:10]([NH:13][C:33](=[O:34])[CH:32]([CH2:36][CH3:37])[CH2:30][CH3:31])[CH:11]=2)[N:6]=[CH:5][N:4]=1 |f:0.1|. Yields the product NC1=NC=NC2=CC=C(C=C12)NC(C(CC)CC)=O (4-amino-6-(2-ethylbutyramido)quinazoline). The yield is 46.4%. Solvent: C(C)(=O)OCC (ethyl acetate). Reactants: Cl.NC1=NC=NC2=CC=C(C=C12)N (4,6-diaminoquinazoline hydrochloride), C(CC)N(CCC)CCC (tripropylamine), N1=CC=CC=C1 (pyridine), C(C)C(C(=O)Cl)CC (2-ethylbutyryl chloride). Procedure details: To a mixture of 4,6-diaminoquinazoline hydrochloride (1.97 g), tripropylamine (2.60 g) and dry pyridine (20 ml) in an ice-bath was added dropwise during 10 minutes 2-ethylbutyryl chloride (1.75 g). The mixture was stirred for 3 hours at the same temperature. Crushed ice was added to the reaction mixture. The mixture was stirred for 5 minutes and concentrated under reduced pressure. After the addition of water (50 ml), sodium hydrogen carbonate (3.36 g) was added in small portions to the residue ... Reactants: NC=1C=C2NC(C(N(C2=CC1[N+](=O)[O-])C1CCCCC1)=O)=O (6-amino-1-cyclohexyl-7-nitro-2,3(1H,4H)-quinoxalinedione), COC(=O)C1(OC(CC1)OC)OC (2-methoxycarbonyl-2,5-dimethoxytetrahydrofuran), C1(=CC=C(C=C1)S(=O)(=O)O)C (p-toluenesulfonic acid). The solvent is CN(C=O)C (dimethylformamide), C1(=CC=CC=C1)C (toluene). Yields the product C1(CCCCC1)N1C(C(NC2=CC(=C(C=C12)[N+](=O)[O-])N1C(=CC=C1)C(=O)OC)=O)=O (1-Cyclohexyl-6-(2-methoxycarbonyl-1-pyrrolyl)-7-nitro-2,3(1H,4H)-quinoxalinedione). The yield is 80.8%. As a reaction SMILES: [NH2:1][C:2]1[CH:3]=[C:4]2[C:9](=[CH:10][C:11]=1[N+:12]([O-:14])=[O:13])[N:8]([CH:15]1[CH2:20][CH2:19][CH2:18][CH2:17][CH2:16]1)[C:7](=[O:21])[C:6](=[O:22])[NH:5]2.[CH3:23][O:24][C:25]([C:27]1(OC)[CH2:31][CH2:30][CH:29](OC)O1)=[O:26].C1(C)C=CC(S(O)(=O)=O)=CC=1>CN(C)C=O.C1(C)C=CC=CC=1>[CH:15]1([N:8]2[C:9]3[C:4](=[CH:3][C:2]([N:1]4[CH:29]=[CH:30][CH:31]=[C:27]4[C:25]([O:24][CH3:23])=[O:26])=[C:11]([N+:12]([O-:14])=[O:13])[CH:10]=3)[NH:5][C:6](=[O:22])[C:7]2=[O:21])[CH2:20][CH2:19][CH2:18][CH2:17][CH2:16]1. Reported procedure: 10 g (33 mmol) of 6-amino-1-cyclohexyl-7-nitro-2,3(1H,4H)-quinoxalinedione (Example 28e), 6.9 g (36 mmol) of 2-methoxycarbonyl-2,5-dimethoxytetrahydrofuran and a spatula tip of p-toluenesulfonic acid were refluxed in a mixture of 50 ml of dimethylformamide and 50 ml of toluene with a water trap. After reaction was complete, the mixture was concentrated under reduced pressure, and the residue was treated with water. The precipitate was filtered off with suction to yield 11 g (79%) of the product....